Dataset: the Open Reaction Database (ORD), a public repository of structured organic reaction records. Task: describe an organic reaction: reactants, conditions, products, and yield Reactants: ClC1=CC=C(CN2CCCC3=CC=CC(=C23)C(=O)O)C=C1 (1-(4-chlorobenzyl)-1,2,3,4-tetrahydroquinoline-8-carboxylic acid), Cl.N[C@@H](C)C1=CC=C(C(=O)OC)C=C1 (methyl 4-[(1S)-1-aminoethyl]benzoate hydrochloride), CCN=C=NCCCN(C)C.Cl (EDCI.HCl), C=1C=CC2=C(C1)N=NN2O (HOBt). Solvent: O (Water), CN(C)C=O (DMF), N1=CC=CC=C1 (pyridine). Run at time 3 day. Yields the product ClC1=CC=C(CN2CCCC3=CC=CC(=C23)C(=O)N[C@@H](C)C2=CC=C(C(=O)OC)C=C2)C=C1 (methyl 4-[(1S)-1-({[1-(4-chlorobenzyl)-1,2,3,4-tetrahydroquinolin-8-yl]carbonyl}amino)ethyl]benzoate). The yield is 27.1%. Reaction SMILES: [Cl:1][C:2]1[CH:21]=[CH:20][C:5]([CH2:6][N:7]2[C:16]3[C:11](=[CH:12][CH:13]=[CH:14][C:15]=3[C:17](O)=[O:18])[CH2:10][CH2:9][CH2:8]2)=[CH:4][CH:3]=1.Cl.[NH2:23][C@H:24]([C:26]1[CH:35]=[CH:34][C:29]([C:30]([O:32][CH3:33])=[O:31])=[CH:28][CH:27]=1)[CH3:25].CCN=C=NCCCN(C)C.Cl.C1C=CC2N(O)N=NC=2C=1>O.CN(C=O)C.N1C=CC=CC=1>[Cl:1][C:2]1[CH:21]=[CH:20][C:5]([CH2:6][N:7]2[C:16]3[C:11](=[CH:12][CH:13]=[CH:14][C:15]=3[C:17]([NH:23][C@H:24]([C:26]3[CH:35]=[CH:34][C:29]([C:30]([O:32][CH3:33])=[O:31])=[CH:28][CH:27]=3)[CH3:25])=[O:18])[CH2:10][CH2:9][CH2:8]2)=[CH:4][CH:3]=1 |f:1.2,3.4|. Reported procedure: A mixture of 1-(4-chlorobenzyl)-1,2,3,4-tetrahydroquinoline-8-carboxylic acid (310 mg), methyl 4-[(1S)-1-aminoethyl]benzoate hydrochloride (240 mg), EDCI.HCl (210 mg), HOBt (160 mg), pyridine (0.25 mL), and DMF (3.00 mL) was stirred at room temperature for 3 days. Water was added to the reaction mixture, followed by extraction with ethyl acetate. The organic layer was washed with water and saturated brine, and dried over anhydrous sodium sulfate. After filtration, the filtrate was concentrated u... Starting materials: COC(=O)COc1ccc(OC)cc1NC(=O)c1ccc(OCCCCc2ccccc2)cc1, CO, Cl, [Na+], [OH-], O. Yields the product COc1ccc(OCC(=O)O)c(NC(=O)c2ccc(OCCCCc3ccccc3)cc2)c1. Reaction SMILES: [CH3:1][O:2][c:3]1[cH:4][c:5]([NH:15][C:16]([c:17]2[cH:18][cH:19][c:20]([O:23][CH2:24][CH2:25][CH2:26][CH2:27][c:28]3[cH:29][cH:30][cH:31][cH:32][cH:33]3)[cH:21][cH:22]2)=[O:34])[c:6]([O:7][CH2:8][C:9](=[O:10])[O:11][CH3:12])[cH:13][cH:14]1.[CH3:38][OH:39].[ClH:37].[Na+:36].[OH-:35].[OH2:40]>>[CH3:1][O:2][c:3]1[cH:4][c:5]([NH:15][C:16]([c:17]2[cH:18][cH:19][c:20]([O:23][CH2:24][CH2:25][CH2:26][CH2:27][c:28]3[cH:29][cH:30][cH:31][cH:32][cH:33]3)[cH:21][cH:22]2)=[O:34])[c:6]([O:7][CH2:8][C:9](=[O:10])[OH:11])[cH:13][cH:14]1. Reactants: NS(=O)(=O)C1=CC=C(C=C1)C=C1C(=C(C2=CC(=CC=C12)OC)CC(=O)OC)C (methyl 1-(4-aminosulfonylphenyl)methylene-5-methoxy-2-methyl-1H-3-indenylacetate), C(C)(=O)OC(C)=O (acetic anhydride). Solvent: N1=CC=CC=C1 (pyridine). The product is C(C)(=O)NS(=O)(=O)C1=CC=C(C=C1)C=C1C(=C(C2=CC(=CC=C12)OC)CC(=O)OC)C (methyl 1-[4-(N-acetylaminosulfonyl)phenyl]methylene-5-methoxy-2-methyl-1H-3-indenylacetate). The yield is 50.0%. Reaction SMILES: [NH2:1][S:2]([C:5]1[CH:10]=[CH:9][C:8]([CH:11]=[C:12]2[C:20]3[C:15](=[CH:16][C:17]([O:21][CH3:22])=[CH:18][CH:19]=3)[C:14]([CH2:23][C:24]([O:26][CH3:27])=[O:25])=[C:13]2[CH3:28])=[CH:7][CH:6]=1)(=[O:4])=[O:3].[C:29](OC(=O)C)(=[O:31])[CH3:30]>N1C=CC=CC=1>[C:29]([NH:1][S:2]([C:5]1[CH:6]=[CH:7][C:8]([CH:11]=[C:12]2[C:20]3[C:15](=[CH:16][C:17]([O:21][CH3:22])=[CH:18][CH:19]=3)[C:14]([CH2:23][C:24]([O:26][CH3:27])=[O:25])=[C:13]2[CH3:28])=[CH:9][CH:10]=1)(=[O:3])=[O:4])(=[O:31])[CH3:30]. Procedure details: A solution of 4a (100 mg) in pyridine (5 ml) was added acetic anhydride (2 ml). The mixture was heated at 110° for 1 hour and concentrated in vacuo. The crude mixture was purified via preparative tlc using 2000 μm silica gel plates developed with 30% ethyl acetate in chloroform. The isolated product was recrystallized from acetone-hexane to give pure Z methyl 1-[4-(N-acetylaminosulfonyl)phenyl]methylene-5-methoxy-2-methyl-1H-3-indenylacetate (55 mg, 50%): m.p. 172.5°-174.5° C. Reactants: FC1=C(C(C(=O)F)=C(C(=C1F)F)F)C(=O)F (3,4,5,6-tetrafluorophthaloyldifluoride), mixture, C([O-])([O-])=O.[Na+].[Na+] (sodium carbonate). The solvent is C=1(C(=CC=CC1)C)C (xylene). Product: FC=1C(=C(C(=C2C1C(=O)OC2=O)F)F)F (tetrafluorophthalic anhydride). Yield: 93.4%. As a reaction SMILES: [F:1][C:2]1[C:10]([F:11])=[C:9]([F:12])[C:8]([F:13])=[C:4]([C:5](F)=[O:6])[C:3]=1[C:14](F)=[O:15].C(=O)([O-])[O-:18].[Na+].[Na+]>C1(C)C(C)=CC=CC=1>[F:1][C:2]1[C:10]([F:11])=[C:9]([F:12])[C:8]([F:13])=[C:4]2[C:5](=[O:18])[O:6][C:14](=[O:15])[C:3]=12 |f:1.2.3|. Reported procedure: Into a 500 ml glass reactor equipped with a reflux condenser and a stirrer, 100 g (0.413 mol) of the 3,4,5,6-tetrafluorophthaloyldifluoride separated by distillation from the mixture of Example 2, 43.8 g (0.413 mol) of sodium carbonate and 200 g of xylene were charged, and the mixture was reacted at 130° C. for 1.5 hours with vigorous stirring. Then, the inorganic substance was removed by filtration, and the residue was separated by distillation to obtain 84.9 g of tetrafluorophthalic anhydride.... Reactants: [Si](C)(C)(C(C)(C)C)O[C@@H]1C(O[C@H]([C@@H]1O[Si](C)(C)C(C)(C)C)N1C(NC(C=C1)=O)=O)[C@@H]([C@H](NCCCNC([C@@H](NC(OCC1=CC=CC=C1)=O)CC(C)C)=O)C(=O)OC(C)(C)C)O (tert-butyl (5S,12S)-12-[(R)-[(3R,4R,5R)-3,4-bis{[tert-butyl(dimethyl)silyl]oxy}-5-(2,4-dioxo -3,4-dihydro-1(2H)-pyrimidinyl)tetrahydro-2-furanyl](hydroxy)methyl]-5-isobutyl-3,6-dioxo-1-phenyl-2-oxa-4,7,11-triazatridecan-13-oate), C[C@@H](C(NCCC=O)=O)NC(OCC1=CC=CC=C1)=O (benzyl (1S)-1-methyl-2-oxo-2-[(3-oxopropyl)amino]ethylcarbamate), C(C)(=O)O[BH-](OC(C)=O)OC(C)=O.[Na+] (sodium triacetoxyborohydride), O1CCCC1 (tetrahydrofuran). The reagents and catalysts are C(C)(=O)O (acetic acid). The product is [Si](C)(C)(C(C)(C)C)O[C@@H]1C(O[C@H]([C@@H]1O[Si](C)(C)C(C)(C)C)N1C(N(C(C=C1)=O)CC1=CC=C(C=C1)OC)=O)[C@@H]([C@H](NCCCNC([C@@H](NC(OCC1=CC=CC=C1)=O)C)=O)C(=O)OC(C)(C)C)O (tert-butyl (5S,12S)-12-[(R)-[(3R,4R,5R)-3,4-bis{[tert-butyl(dimethyl)silyl]oxy}-5-(3-(4-methoxybenzyl)-2,4-dioxo-3,4-dihydro-1(2H )-pyrimidinyl)tetrahydro-2-furanyl](hydroxy)methyl]-5-methyl-3,6-dioxo-1-phenyl-2-oxa-4,7,11-triazatridecan-13-oate). The yield is 39.0%. Reaction SMILES: [Si:1]([O:8][C@H:9]1[C@@H:13]([O:14][Si:15]([C:18]([CH3:21])([CH3:20])[CH3:19])([CH3:17])[CH3:16])[C@H:12]([N:22]2[CH:27]=[CH:26][C:25](=[O:28])[NH:24][C:23]2=[O:29])[O:11][CH:10]1[C@H:30]([OH:62])[C@@H:31]([C:55]([O:57][C:58]([CH3:61])([CH3:60])[CH3:59])=[O:56])[NH:32][CH2:33][CH2:34][CH2:35][NH:36][C:37](=[O:54])[C@H:38](CC(C)C)[NH:39][C:40](=[O:49])[O:41][CH2:42][C:43]1[CH:48]=[CH:47][CH:46]=[CH:45][CH:44]=1)([C:4]([CH3:7])([CH3:6])[CH3:5])([CH3:3])[CH3:2].C[C@H](NC(=O)O[CH2:75][C:76]1[CH:81]=[CH:80][CH:79]=[CH:78][CH:77]=1)C(=O)NCCC=O.[C:83](O[BH-](OC(=O)C)OC(=O)C)(=[O:85])C.[Na+].O1CCC[CH2:98]1>C(O)(=O)C>[Si:1]([O:8][C@H:9]1[C@@H:13]([O:14][Si:15]([C:18]([CH3:21])([CH3:19])[CH3:20])([CH3:17])[CH3:16])[C@H:12]([N:22]2[CH:27]=[CH:26][C:25](=[O:28])[N:24]([CH2:75][C:76]3[CH:77]=[CH:78][C:79]([O:85][CH3:83])=[CH:80][CH:81]=3)[C:23]2=[O:29])[O:11][CH:10]1[C@H:30]([OH:62])[C@@H:31]([C:55]([O:57][C:58]([CH3:60])([CH3:61])[CH3:59])=[O:56])[NH:32][CH2:33][CH2:34][CH2:35][NH:36][C:37](=[O:54])[C@H:38]([CH3:98])[NH:39][C:40](=[O:49])[O:41][CH2:42][C:43]1[CH:48]=[CH:47][CH:46]=[CH:45][CH:44]=1)([C:4]([CH3:7])([CH3:6])[CH3:5])([CH3:3])[CH3:2] |f:2.3|. Reported procedure: By using an analogous procedure to that described for Example 1, a solution of tert-(4-methoxybenzyl)-2,4-dioxo-3,4-dihydro-1(2H)-pyrimidinyl)-tetrahydro-2-furanyl]-3-hydroxypropanoate (80 mg, 0.111 mmol, obtained from Reference Example 6), benzyl (1S)-1-methyl-2-oxo-2-[(3-oxopropyl)amino]ethylcarbamate (39 mg, 0.139 mmol, obtained from Reference Example 20), acetic acid (1 drop), and sodium triacetoxyborohydride (47 mg, 0.222 mmol) in anhydrous tetrahydrofuran (4 ml) was stirred at room tempera... Yield: 90.0%. RXN SMILES: [CH:1]1([C:4]2[CH:5]=[C:6]([CH3:16])[C:7]([N:10]3[CH2:15][CH2:14][NH:13][CH2:12][CH2:11]3)=[N:8][CH:9]=2)[CH2:3][CH2:2]1.[I:17][C:18]1[CH:26]=[CH:25][C:21]([C:22](Cl)=[O:23])=[CH:20][CH:19]=1>>[CH:1]1([C:4]2[CH:5]=[C:6]([CH3:16])[C:7]([N:10]3[CH2:11][CH2:12][N:13]([C:22]([C:21]4[CH:25]=[CH:26][C:18]([I:17])=[CH:19][CH:20]=4)=[O:23])[CH2:14][CH2:15]3)=[N:8][CH:9]=2)[CH2:3][CH2:2]1. The product is C1(CC1)C=1C=C(C(=NC1)N1CCN(CC1)C(=O)C1=CC=C(C=C1)I)C ([4-(5-cyclopropyl-3-methylpyridin-2-yl)piperazin-1-yl](4-iodophenyl)methanone). Procedure: By reaction and treatment in the same manner as in Preparation Example 65 and using 1-(5-cyclopropyl-3-methylpyridin-2-yl)piperazine (1.42 g) described in Preparation Example 96, 4-iodobenzoyl chloride (1.83 g), the title compound (2.63 g) was obtained. Starting materials: C1(CC1)C=1C=C(C(=NC1)N1CCNCC1)C (1-(5-cyclopropyl-3-methylpyridin-2-yl)piperazine), IC1=CC=C(C(=O)Cl)C=C1 (4-iodobenzoyl chloride). Reactants: CCC1CCCCCCCCC(C)(C)C=N1, NO, O, O=S(=O)(O)O, O=S(=O)(O)O. The product is CCC(N)CCCCCCCCC(C)(C)C=NO. RXN SMILES: [CH3:1][C:2]1([CH3:16])[CH:3]=[N:4][CH:5]([CH2:14][CH3:15])[CH2:6][CH2:7][CH2:8][CH2:9][CH2:10][CH2:11][CH2:12][CH2:13]1.[NH2:22][OH:23].[OH2:29].[S:17]([OH:18])([OH:19])(=[O:20])=[O:21].[S:24](=[O:25])(=[O:26])([OH:27])[OH:28]>>[CH3:1][C:2]([CH:3]=[N:22][OH:23])([CH2:13][CH2:12][CH2:11][CH2:10][CH2:9][CH2:8][CH2:7][CH2:6][CH:5]([NH2:4])[CH2:14][CH3:15])[CH3:16].